Dataset: the Open Reaction Database (ORD), a public repository of structured organic reaction records. Task: describe an organic reaction: reactants, conditions, products, and yield Reactants: C(#N)C1=CC(=C2C(=N1)N(C(=N2)CC)CC2=CC=C(C=C2)C2=C(C=CC=C2)C2=NN=NN2)C (5-Cyano-2-ethyl-7-methyl-3-(2'-(tetrazol-5-yl)biphen-4-yl)methyl-3H-imidazo[4,5-b]pyridine), OS(=O)(=O)O (H2SO4), O (water), [NH4+].[OH-] (NH4OH). The solvent is CO (methanol). Run at temperature 100 celsius. Product: C(=O)(O)C1=CC(=C2C(=N1)N(C(=N2)CC)CC2=CC=C(C=C2)C2=C(C=CC=C2)C2=NN=NN2)C (5-Carboxy-2-ethyl-7-methyl-3-(2'-(tetrazol-5-yl)biphen-4-yl)methyl-3H-imidazo[4,5-b]pyridine). RXN SMILES: [C:1]([C:3]1[N:8]=[C:7]2[N:9]([CH2:14][C:15]3[CH:20]=[CH:19][C:18]([C:21]4[CH:26]=[CH:25][CH:24]=[CH:23][C:22]=4[C:27]4[NH:31][N:30]=[N:29][N:28]=4)=[CH:17][CH:16]=3)[C:10]([CH2:12][CH3:13])=[N:11][C:6]2=[C:5]([CH3:32])[CH:4]=1)#N.OS(O)(=O)=O.[OH2:38].[NH4+].[OH-:40]>CO>[C:1]([C:3]1[N:8]=[C:7]2[N:9]([CH2:14][C:15]3[CH:20]=[CH:19][C:18]([C:21]4[CH:26]=[CH:25][CH:24]=[CH:23][C:22]=4[C:27]4[NH:28][N:29]=[N:30][N:31]=4)=[CH:17][CH:16]=3)[C:10]([CH2:12][CH3:13])=[N:11][C:6]2=[C:5]([CH3:32])[CH:4]=1)([OH:40])=[O:38] |f:3.4|. Reported procedure: To neat 5-Cyano-2-ethyl-7-methyl-3-(2'-(tetrazol-5-yl)biphen-4-yl)methyl-3H-imidazo[4,5-b]pyridine (20 mg) at RT was added H2SO4 (0.5 mL) and water (0.25 mL). The mixture was heated to 100° C. for 3 hours, cooled to 0° C., then made basic by the addition of NH4OH. After adding methanol (5 mL), the mixture was filtered, concentrated, and purified (SiO2, 60:40:1 CH2Cl2 --CH3OH--NH4OH) to give 17 mg of the title compound as a solid. Starting materials: O1CC1CCC1=CC=CC=C1 (1,2-epoxy-4-phenylbutane), S(=O)(=O)(OCCN)O (2-aminoethyl hydrogen sulphate). Solvent: CO (methanol), [OH-].[Na+] (sodium hydroxide). Reaction conditions: time 2 hour. The product is S(=O)(=O)(OCCNCC(CCC1=CC=CC=C1)O)O (2-(2-hydroxy-4-phenylbutyl)aminoethyl hydrogen sulphate). As a reaction SMILES: [O:1]1[CH:3]([CH2:4][CH2:5][C:6]2[CH:11]=[CH:10][CH:9]=[CH:8][CH:7]=2)[CH2:2]1.[S:12]([OH:19])([O:15][CH2:16][CH2:17][NH2:18])(=[O:14])=[O:13]>CO.[OH-].[Na+]>[S:12]([OH:19])([O:15][CH2:16][CH2:17][NH:18][CH2:2][CH:3]([OH:1])[CH2:4][CH2:5][C:6]1[CH:11]=[CH:10][CH:9]=[CH:8][CH:7]=1)(=[O:14])=[O:13] |f:3.4|. Procedure: A mixture of 1,2-epoxy-4-phenylbutane (1.48 g.) and 2-aminoethyl hydrogen sulphate (7.05 g.) in methanol (7.5 ml.) and sodium hydroxide solution (18N, 2.8 ml.) is stirred at ambient temperature for 2 hours. The 2-(2-hydroxy-4-phenylbutyl)aminoethyl hydrogen sulphate formed as intermediate is not isolated but is cyclised in situ as follows: Reactants: [BH4-], O=C(n1ccnc1)n1ccnc1, CO, CN(C)C=O, [Na+], O=C(O)c1cc(Nc2ncnc3cc[nH]c23)ccc1Oc1ccccc1, O. Product: OCc1cc(Nc2ncnc3cc[nH]c23)ccc1Oc1ccccc1. Reaction SMILES: [BH4-:39].[C:27]([n:28]1[cH:29][cH:30][n:31][cH:32]1)([n:33]1[cH:34][cH:35][n:36][cH:37]1)=[O:38].[CH3:41][OH:42].[CH3:43][N:44]([CH3:45])[CH:46]=[O:47].[Na+:40].[O:1]([c:2]1[cH:3][cH:4][cH:5][cH:6][cH:7]1)[c:8]1[c:9]([C:10](=[O:11])[OH:12])[cH:13][c:14]([NH:17][c:18]2[c:19]3[c:20]([n:21][cH:22][n:23]2)[cH:24][cH:25][nH:26]3)[cH:15][cH:16]1.[OH2:48]>>[O:1]([c:2]1[cH:3][cH:4][cH:5][cH:6][cH:7]1)[c:8]1[c:9]([CH2:10][OH:11])[cH:13][c:14]([NH:17][c:18]2[c:19]3[c:20]([n:21][cH:22][n:23]2)[cH:24][cH:25][nH:26]3)[cH:15][cH:16]1. Starting materials: Cl (hydrochloric acid), O[C@@H]1[C@H](NC=2C=3N(C=CC2[C@H]1OCCOC)C(=C(N3)C)C)C3=CC=CC=C3 ((7R,8R,9R)-8-hydroxy-7-(2-methoxyethoxy)-2,3-dimethyl-9-phenyl-7,8,9,10-tetrahydroimidazo[1,2-h][1,7]naphthyridine), COC(=O)Cl (methylchloroformate), [H-].[Na+] (sodium hydride). The solvent is O1CCCC1 (tetrahydrofuran). Conditions: time 30 minute. The product is COC(=O)O[C@@H]1[C@H](NC=2C=3N(C=CC2[C@H]1OCCOC)C(=C(N3)C)C)C3=CC=CC=C3 ((7R,8R,9R)-8-Methoxycarbonyloxy-7-(2-methoxyethoxy)-2,3-dimethyl-9-phenyl-7,8,9,10-tetrahydroimidazo[1,2-h][1,7]naphthyridine). Isolated yield 51.8%. RXN SMILES: [OH:1][C@H:2]1[C@H:11]([O:12][CH2:13][CH2:14][O:15][CH3:16])[C:10]2[CH:9]=[CH:8][N:7]3[C:17]([CH3:21])=[C:18]([CH3:20])[N:19]=[C:6]3[C:5]=2[NH:4][C@@H:3]1[C:22]1[CH:27]=[CH:26][CH:25]=[CH:24][CH:23]=1.[H-].[Na+].[CH3:30][O:31][C:32](Cl)=[O:33].Cl>O1CCCC1>[CH3:30][O:31][C:32]([O:1][C@H:2]1[C@H:11]([O:12][CH2:13][CH2:14][O:15][CH3:16])[C:10]2[CH:9]=[CH:8][N:7]3[C:17]([CH3:21])=[C:18]([CH3:20])[N:19]=[C:6]3[C:5]=2[NH:4][C@@H:3]1[C:22]1[CH:23]=[CH:24][CH:25]=[CH:26][CH:27]=1)=[O:33] |f:1.2|. Procedure: A suspension of 2 g of (7R,8R,9R)-8-hydroxy-7-(2-methoxyethoxy)-2,3-dimethyl-9-phenyl-7,8,9,10-tetrahydroimidazo[1,2-h][1,7]naphthyridine in 30 ml of dry tetrahydrofuran is treated in small portions with 0.34 g of sodium hydride suspension (80% strength in paraffin) and stirred at room temperature for 30 minutes, then 0.66 g of methylchloroformate is added dropwise and the mixture is stirred for 3 h. It is then poured onto ice water, neutralized with semiconcentrated aqueous hydrochloric acid an...